Dataset: the Open Reaction Database (ORD), a public repository of structured organic reaction records. Task: describe an organic reaction: reactants, conditions, products, and yield Reactants: ClC1=NC(=C(C(=N1)NC(C)CC)[N+](=O)[O-])C (2-chloro-4-sec. butylamino-5-nitro-6-methyl-pyrimidine), C[O-].[Na+] (sodium methylate). Run in CO (methanol), CO (methanol). Reaction conditions: time 8 hour. Product: COC1=NC(=C(C(=N1)NC(C)CC)[N+](=O)[O-])C (2-methoxy-4-sec. butylamino-5nitro-6-methylpyrimidine). Isolated yield 73.1%. RXN SMILES: Cl[C:2]1[N:7]=[C:6]([NH:8][CH:9]([CH2:11][CH3:12])[CH3:10])[C:5]([N+:13]([O-:15])=[O:14])=[C:4]([CH3:16])[N:3]=1.[CH3:17][O-:18].[Na+]>CO>[CH3:17][O:18][C:2]1[N:7]=[C:6]([NH:8][CH:9]([CH2:11][CH3:12])[CH3:10])[C:5]([N+:13]([O-:15])=[O:14])=[C:4]([CH3:16])[N:3]=1 |f:1.2|. Procedure: 17.1 g of 2-chloro-4-sec. butylamino-5-nitro-6-methyl-pyrimidine (0.07 mole) are dissolved in 200 ml of methanol. To this solution is added a solution of 8.1 g of sodium methylate (0.15 mole) in 100 ml of methanol and the mixture is boiled overnight at 100° C bath temperature. After it has been cooled, the solution is evaporated and the resultant red substance is treated with ether and then filtered over Hyflo. The filter residue is washed 5 times with ether and the combined ethereal extracts ar... Starting materials: C(C(C)(C)C1=CC=CC=C1)[Sn](C1=CC=C(C=C1)F)(C1=CC=C(C=C1)F)CC(C)(C)C1=CC=CC=C1 (Dineophyl-di(parafluorophenyl)tin), ClCl (chlorine). The solvent is C(Cl)(Cl)Cl (chloroform). Yields the product C(C(C)(C)C1=CC=CC=C1)[Sn](C1=CC=C(C=C1)F)(CC(C)(C)C1=CC=CC=C1)Cl (dineophyl-parafluorophenyltin chloride). Yield: 101.3%. As a reaction SMILES: [CH2:1]([Sn:11]([CH2:26][C:27]([C:30]1[CH:35]=[CH:34][CH:33]=[CH:32][CH:31]=1)([CH3:29])[CH3:28])(C1C=CC(F)=CC=1)[C:12]1[CH:17]=[CH:16][C:15]([F:18])=[CH:14][CH:13]=1)[C:2]([C:5]1[CH:10]=[CH:9][CH:8]=[CH:7][CH:6]=1)([CH3:4])[CH3:3].[Cl:36]Cl>C(Cl)(Cl)Cl>[CH2:1]([Sn:11]([Cl:36])([CH2:26][C:27]([C:30]1[CH:35]=[CH:34][CH:33]=[CH:32][CH:31]=1)([CH3:29])[CH3:28])[C:12]1[CH:17]=[CH:16][C:15]([F:18])=[CH:14][CH:13]=1)[C:2]([C:5]1[CH:10]=[CH:9][CH:8]=[CH:7][CH:6]=1)([CH3:4])[CH3:3]. Procedure details: Dineophyl-di(parafluorophenyl)tin (62.1 g, 0.108 mol) prepared above was dissolved in chloroform (200 g). While the resulting solution was maintained at -15° to -20° C., chlorine gas (7.6 g, 0.216 gram atom,) was introduced. The mixture was then concentrated under reduced pressure to give 56 g of dineophyl-parafluorophenyltin chloride as a pale-yellow liquid. Gas chromatography analysis indicated 87.5% purity of the desired product. The reactants are N1(CCCC1)CCCOC1=CC=C(C=C1)C1(CCOCC1)C=O (4-[4-(3-pyrrolidin-1-ylpropoxy)phenyl]tetrahydro-2H-pyran-4-carbaldehyde), CN1CCNCC1 (1-methylpiperazine). The reagents and catalysts are CC([O-])C.[Ti+4].CC([O-])C.CC([O-])C.CC([O-])C (titanium (IV) isopropoxide). Run in C(C)O (ethanol). Yields the product MeOH(4), CN1CCN(CC1)CC1(CCOCC1)C1=CC=C(C=C1)OCCCN1CCCC1 (1-Methyl-4-{4-[4-(3-pyrrolidin-1-yl-propoxy)-phenyl]-tetrahydro-pyran-4-ylmethyl}-piperazine). Yield: 56.7%. RXN SMILES: [N:1]1([CH2:6][CH2:7][CH2:8][O:9][C:10]2[CH:15]=[CH:14][C:13]([C:16]3([CH:22]=O)[CH2:21][CH2:20][O:19][CH2:18][CH2:17]3)=[CH:12][CH:11]=2)[CH2:5][CH2:4][CH2:3][CH2:2]1.[CH3:24][N:25]1[CH2:30][CH2:29][NH:28][CH2:27][CH2:26]1>CC(C)[O-].[Ti+4].CC(C)[O-].CC(C)[O-].CC(C)[O-].C(O)C>[CH3:24][N:25]1[CH2:30][CH2:29][N:28]([CH2:22][C:16]2([C:13]3[CH:12]=[CH:11][C:10]([O:9][CH2:8][CH2:7][CH2:6][N:1]4[CH2:5][CH2:4][CH2:3][CH2:2]4)=[CH:15][CH:14]=3)[CH2:21][CH2:20][O:19][CH2:18][CH2:17]2)[CH2:27][CH2:26]1 |f:2.3.4.5.6|. Reported procedure: A solution of 4-[4-(3-pyrrolidin-1-ylpropoxy)phenyl]tetrahydro-2H-pyran-4-carbaldehyde (500 mg, 1.58 mmol, 1 wt), 1-methylpiperazine (300 mg, 2.99 mmol), absolute ethanol (20 ml, 40 vol), activated 3 Å molecular sieves (500 mg), titanium (IV) isopropoxide (2.32 ml, 7.83 mmol) and STAB (1.43 g, 6.73 mmol) were reacted in accordance with the general procedure D. The isolated oil was purified by column chromatography on silica (20 g, 28.6 wt) eluting with DCM(95):MeOH(4):NH3(I) to give the title co... Reactants: ClC=1C=C(C#N)C=CC1C(=O)N1CC=2N(CC3=C1C=CC=C3)C=CC2 (3-chloro-4-(5H,11H-pyrrolo-[2,1-c][1,4]benzodiazepine-10-carbonyl)-benzonitrile), [OH-].[NH4+] (ammonium hydroxide). Run in S(O)(O)(=O)=O (sulfuric acid). Run at temperature 60 celsius, time 3 hour. The product is ClC=1C=C(C(=O)N)C=CC1C(=O)N1CC=2N(CC3=C1C=CC=C3)C=CC2 (3-Chloro-4-(5H,11H-pyrrolo[2,1-c][1,4]benzodiazepine-10-carbonyl)-benzamide). RXN SMILES: [Cl:1][C:2]1[CH:3]=[C:4]([CH:7]=[CH:8][C:9]=1[C:10]([N:12]1[C:18]2[CH:19]=[CH:20][CH:21]=[CH:22][C:17]=2[CH2:16][N:15]2[CH:23]=[CH:24][CH:25]=[C:14]2[CH2:13]1)=[O:11])[C:5]#[N:6].[OH-:26].[NH4+]>S(=O)(=O)(O)O>[Cl:1][C:2]1[CH:3]=[C:4]([CH:7]=[CH:8][C:9]=1[C:10]([N:12]1[C:18]2[CH:19]=[CH:20][CH:21]=[CH:22][C:17]=2[CH2:16][N:15]2[CH:23]=[CH:24][CH:25]=[C:14]2[CH2:13]1)=[O:11])[C:5]([NH2:6])=[O:26] |f:1.2|. Procedure details: Concentrated sulfuric acid (70 ml) was added to 3-chloro-4-(5H,11H-pyrrolo-[2,1-c][1,4]benzodiazepine-10-carbonyl)-benzonitrile (12.85 g). The mixture was stirred at 60° C. for 3 hours, followed by stirring at room temperature for 18 hours. The reaction mixture was poured over ice and neutralized at 0° C., with 30% ammonium hydroxide (184 ml). The resulting suspension was extracted with ethyl acetate. The aqueous mixture was filtered, and reextracted with ethyl acetate. The combined organic phas... The reactants are FC1=CC=C(C=C1)N1CCN(CC1)CCCCN1C=CC2=C1C(CN(S2(=O)=O)C)=O (5-[4-[4-(4-fluorophenyl)piperazin-1-yl]butyl]-2-methyl-2,3,4,5-tetrahydropyrrolo[2,3-e][1,2]thiazin-4-one 1,1-dioxide), Cl.NO (hydroxylamine hydrochloride). Run in N1=CC=CC=C1 (pyridine). Reaction conditions: temperature 80 celsius, time 24 hour. Yields the product FC1=CC=C(C=C1)N1CCN(CC1)CCCCN1C=CC2=C1C(CN(S2(=O)=O)C)=NO (5-[4-[4-(4-fluorophenyl)piperazin-1-yl]butyl]-4-hydroxyimino-2-methyl-2,3,4,5-tetrahydropyrrolo[2,3-e][1,2]thiazine 1,1-dioxide). Yield: 88.4%. As a reaction SMILES: [F:1][C:2]1[CH:7]=[CH:6][C:5]([N:8]2[CH2:13][CH2:12][N:11]([CH2:14][CH2:15][CH2:16][CH2:17][N:18]3[C:22]4[C:23](=O)[CH2:24][N:25]([CH3:29])[S:26](=[O:28])(=[O:27])[C:21]=4[CH:20]=[CH:19]3)[CH2:10][CH2:9]2)=[CH:4][CH:3]=1.Cl.[NH2:32][OH:33]>N1C=CC=CC=1>[F:1][C:2]1[CH:7]=[CH:6][C:5]([N:8]2[CH2:13][CH2:12][N:11]([CH2:14][CH2:15][CH2:16][CH2:17][N:18]3[C:22]4[C:23](=[N:32][OH:33])[CH2:24][N:25]([CH3:29])[S:26](=[O:28])(=[O:27])[C:21]=4[CH:20]=[CH:19]3)[CH2:10][CH2:9]2)=[CH:4][CH:3]=1 |f:1.2|. Procedure details: A suspension of 174 mg (0.4 mmol) of Compound 23 and 111 mg (1.6 mmol) of hydroxylamine hydrochloride in 10 ml of pyridine was stirred for 24 hours over an oil bath of 80° C. Post-treatment and purification were conducted in a similar manner as in Example 21, whereby 159 mg of the title compound were obtained (yield: 88%). The reactants are FC1=C(C=CC=C1)SCCC(=O)O (3-[(2-Fluorophenyl)sulfanyl]propanoic acid). Run in S(O)(O)(=O)=O (sulphuric acid). Reaction conditions: temperature 2.5 celsius, time 3 hour. Product: FC=1C=CC=C2C(CCSC12)=O (8-fluoro-2,3-dihydro-4H-thiochromen-4-one), solid. Yield: 57.5%. As a reaction SMILES: [F:1][C:2]1[CH:7]=[CH:6][CH:5]=[CH:4][C:3]=1[S:8][CH2:9][CH2:10][C:11]([OH:13])=O>S(=O)(=O)(O)O>[F:1][C:2]1[CH:7]=[CH:6][CH:5]=[C:4]2[C:3]=1[S:8][CH2:9][CH2:10][C:11]2=[O:13]. Procedure details: 3-[(2-Fluorophenyl)sulfanyl]propanoic acid (4.0 g, 20 mmol) was mixed with concentrated sulphuric acid (20 ml) at 0–5° C. The reaction solution was stirred at 0 to 5° C. for 3 h then allowed to warm up to room temperature overnight. The mixture was quenched dropwise into ice to give a white suspension. The aqueous phase was extracted with ethyl acetate (1×200 ml, 1×100 ml). The combined organic phases were washed with saturated sodium bicarbonate solution (1×50 ml), water (1×50 ml), 1M hydrochlo... The reactants are COC(CC1=CC2=CC=C(C=C2C(=C1C)C1CCNCC1)F)=O ((6-fluoro-3-methyl-4-piperidin-4-yl-naphthalen-2-yl)-acetic acid methyl ester), ClC1=C(C=CC=C1)S(=O)(=O)Cl (2-chlorobenzenesulfonyl chloride), C(C)(C)N(C(C)C)CC (N,N-diisopropylethylamine). The solvent is O (water), [Cl-].[Na+].O (brine), C1CCOC1 (THF). Reaction conditions: time 15 hour. The product is COC(CC1=CC2=CC=C(C=C2C(=C1C)C1CCN(CC1)S(=O)(=O)C1=C(C=CC=C1)Cl)F)=O ({4-[1-(2-chloro-benzenesulfonyl)-piperidin-4-yl]-6-fluoro-3-methyl-naphthalen-2-yl}-acetic acid methyl ester). Isolated yield 66.0%. RXN SMILES: [CH3:1][O:2][C:3](=[O:23])[CH2:4][C:5]1[C:14]([CH3:15])=[C:13]([CH:16]2[CH2:21][CH2:20][NH:19][CH2:18][CH2:17]2)[C:12]2[C:7](=[CH:8][CH:9]=[C:10]([F:22])[CH:11]=2)[CH:6]=1.[Cl:24][C:25]1[CH:30]=[CH:29][CH:28]=[CH:27][C:26]=1[S:31](Cl)(=[O:33])=[O:32].C(N(CC)C(C)C)(C)C>C1COCC1.O.[Cl-].[Na+].O>[CH3:1][O:2][C:3](=[O:23])[CH2:4][C:5]1[C:14]([CH3:15])=[C:13]([CH:16]2[CH2:17][CH2:18][N:19]([S:31]([C:26]3[CH:27]=[CH:28][CH:29]=[CH:30][C:25]=3[Cl:24])(=[O:33])=[O:32])[CH2:20][CH2:21]2)[C:12]2[C:7](=[CH:8][CH:9]=[C:10]([F:22])[CH:11]=2)[CH:6]=1 |f:5.6.7|. Reported procedure: To a solution of (6-fluoro-3-methyl-4-piperidin-4-yl-naphthalen-2-yl)-acetic acid methyl ester (which may be prepared as described above; 108 mg, 0.34 mmol) and 2-chlorobenzenesulfonyl chloride (145 mg, 0.69 mmol) in THF (6 mL) was added excess N,N-diisopropylethylamine (179 μL, 1.0 mmol) at 0° C. under a nitrogen atmosphere. The resulting light brown solution was allowed to warm slowly to room temperature over 2 hours, was and then stirred for 15 hours at room temperature under a nitrogen atmos... The reactants are C(F)(F)(C(F)(F)C(F)(F)F)OC(F)=C(F)F (C3F7OCF═CF2), CO (methanol), C(C)(C)(CC)OOC(C1=CC=CC=C1)=O (t-amylperoxybenzoate). The product is C(F)(F)(C(F)(F)C(F)(F)F)OC(F)C(F)(F)CO (C3F7OCFHCF2CH2OH). Reaction SMILES: [C:1]([O:11][C:12](=[C:14]([F:16])[F:15])[F:13])([C:4]([C:7]([F:10])([F:9])[F:8])([F:6])[F:5])([F:3])[F:2].CO.[C:19]([O:24]OC(=O)C1C=CC=CC=1)(CC)(C)C>>[C:1]([O:11][CH:12]([C:14]([CH2:19][OH:24])([F:15])[F:16])[F:13])([C:4]([C:7]([F:10])([F:9])[F:8])([F:6])[F:5])([F:3])[F:2]. Procedure: C3F7OCFHCF2CH2OH was prepared by the reaction of C3F7OCF═CF2 (53 g, 0.2 mol) with methanol (63.7 g, 2.0 mol) using t-amylperoxybenzoate (1.0 g) as free radical initiator at 106° C. The product reaction mixture was washed with water and distilled and the distillation fraction of b.r.=115-117° C. used in the next step.